This data is from the Open Reaction Database (ORD), a public repository of structured organic reaction records. The task is: describe an organic reaction: reactants, conditions, products, and yield The reactants are [Br-], CON(C)C(=O)C(NC(=O)OCc1ccccc1)c1ccccc1, C1CCOC1, COc1ccc([Mg+])cc1, CCOC(C)=O. Yields the product COc1ccc(C(=O)C(NC(=O)OCc2ccccc2)c2ccccc2)cc1. As a reaction SMILES: [Br-:25].[CH2:1]([c:2]1[cH:3][cH:4][cH:5][cH:6][cH:7]1)[O:8][C:9]([NH:10][CH:11]([c:12]1[cH:13][cH:14][cH:15][cH:16][cH:17]1)[C:18]([N:19]([O:20][CH3:21])[CH3:22])=[O:23])=[O:24].[CH2:41]1[O:42][CH2:43][CH2:44][CH2:45]1.[CH3:26][O:27][c:28]1[cH:29][cH:30][c:31]([Mg+:34])[cH:32][cH:33]1.[CH3:35][CH2:36][O:37][C:38]([CH3:39])=[O:40]>>[CH2:1]([c:2]1[cH:3][cH:4][cH:5][cH:6][cH:7]1)[O:8][C:9]([NH:10][CH:11]([c:12]1[cH:13][cH:14][cH:15][cH:16][cH:17]1)[C:18](=[O:23])[c:31]1[cH:30][cH:29][c:28]([O:27][CH3:26])[cH:33][cH:32]1)=[O:24]. The reactants are C(C)(C)(C)OC(=O)N1C(C(C(C1C)=O)C(=O)OCC1=CC=CC=C1)C(=O)OCC1=CC=CC=C1 (5-methyl-4-oxo-pyrrolidine-1,2,3-tricarboxylic acid 2,3-dibenzyl ester 1-tert-butyl ester). Reagents/catalysts: [Pd] (Pd—C). The solvent is CC(C)O (2-propanol), CC(C)O (2-propanol). Run at time 1.5 hour. Yields the product C(C)(C)(C)OC(=O)N1C(CC(C1C)=O)C(=O)O (5-Methyl-4-oxo-pyrrolidine-1,2-dicarboxylic acid 1-tert-butyl ester). Reaction SMILES: [C:1]([O:5][C:6]([N:8]1[CH:12]([CH3:13])[C:11](=[O:14])[CH:10](C(OCC2C=CC=CC=2)=O)[CH:9]1[C:25]([O:27]CC1C=CC=CC=1)=[O:26])=[O:7])([CH3:4])([CH3:3])[CH3:2]>CC(O)C.[Pd]>[C:1]([O:5][C:6]([N:8]1[CH:12]([CH3:13])[C:11](=[O:14])[CH2:10][CH:9]1[C:25]([OH:27])=[O:26])=[O:7])([CH3:2])([CH3:3])[CH3:4]. Procedure: To a suspension of 600 mg of 10% Pd—C in 25 mL of 2-propanol was added a solution of 8.9 g of crude 5-methyl-4-oxo-pyrrolidine-1,2,3-tricarboxylic acid 2,3-dibenzyl ester 1-tert-butyl ester in 100 mL of 2-propanol. The reaction was shaken under 60 psi of H2 for 1.5 h, then filtered and concentrated to an oil. This was taken up in 20 mL of 2M NaOH(aq.) and extracted with diethyl ether (3×15 mL) to remove the mineral oil introduced in the previous step. The ether layers were set aside, and the aqu... The reactants are Cc1ccccc1B(O)O, Cc1ccccc1, CCO, CCOC(C)=O, [Na+], [Na+], O=C([O-])[O-], CCCCn1c(I)nc(-c2ccccc2)c1CN(Cc1ccc2c(c1)OCO2)Cc1ccc2c(c1)OCO2, c1ccc(P(c2ccccc2)(c2ccccc2)[Pd](P(c2ccccc2)(c2ccccc2)c2ccccc2)(P(c2ccccc2)(c2ccccc2)c2ccccc2)P(c2ccccc2)(c2ccccc2)c2ccccc2)cc1. The product is CCCCn1c(-c2ccccc2C)nc(-c2ccccc2)c1CN(Cc1ccc2c(c1)OCO2)Cc1ccc2c(c1)OCO2. As a reaction SMILES: [CH3:45][c:46]1[c:47]([B:52]([OH:53])[OH:54])[cH:48][cH:49][cH:50][cH:51]1.[CH3:55][c:56]1[cH:57][cH:58][cH:59][cH:60][cH:61]1.[CH3:62][CH2:63][OH:64].[CH3:65][CH2:66][O:67][C:68](=[O:69])[CH3:70].[Na+:39].[Na+:40].[O-:41][C:42](=[O:43])[O-:44].[O:1]1[CH2:2][O:3][c:4]2[c:5]1[cH:6][cH:7][c:8]([CH2:10][N:11]([CH2:12][c:13]1[n:14]([CH2:25][CH2:26][CH2:27][CH3:28])[c:15]([I:24])[n:16][c:17]1-[c:18]1[cH:19][cH:20][cH:21][cH:22][cH:23]1)[CH2:29][c:30]1[cH:31][c:32]3[c:33]([cH:37][cH:38]1)[O:34][CH2:35][O:36]3)[cH:9]2.[cH:71]1[cH:72][cH:73][c:74]([P:75]([Pd:76]([P:77]([c:78]2[cH:79][cH:80][cH:81][cH:82][cH:83]2)([c:84]2[cH:85][cH:86][cH:87][cH:88][cH:89]2)[c:90]2[cH:91][cH:92][cH:93][cH:94][cH:95]2)([P:96]([c:97]2[cH:98][cH:99][cH:100][cH:101][cH:102]2)([c:103]2[cH:104][cH:105][cH:106][cH:107][cH:108]2)[c:109]2[cH:110][cH:111][cH:112][cH:113][cH:114]2)[P:115]([c:116]2[cH:117][cH:118][cH:119][cH:120][cH:121]2)([c:122]2[cH:123][cH:124][cH:125][cH:126][cH:127]2)[c:128]2[cH:129][cH:130][cH:131][cH:132][cH:133]2)([c:134]2[cH:135][cH:136][cH:137][cH:138][cH:139]2)[c:140]2[cH:141][cH:142][cH:143][cH:144][cH:145]2)[cH:146][cH:147]1>>[O:1]1[CH2:2][O:3][c:4]2[c:5]1[cH:6][cH:7][c:8]([CH2:10][N:11]([CH2:12][c:13]1[n:14]([CH2:25][CH2:26][CH2:27][CH3:28])[c:15](-[c:47]3[c:46]([CH3:45])[cH:51][cH:50][cH:49][cH:48]3)[n:16][c:17]1-[c:18]1[cH:19][cH:20][cH:21][cH:22][cH:23]1)[CH2:29][c:30]1[cH:31][c:32]3[c:33]([cH:37][cH:38]1)[O:34][CH2:35][O:36]3)[cH:9]2. Reactants: C1COCCO1, [Cl-], Cl, COCCOCOc1cc(CC2CN(Cc3cnn(C(c4ccccc4)(c4ccccc4)c4ccccc4)c3)CCN2C(=O)c2cc(C(F)(F)F)cc(C(F)(F)F)c2)ccc1C, [Na+], [Na+], [OH-]. Product: COCCOCOc1cc(CC2CN(Cc3cn[nH]c3)CCN2C(=O)c2cc(C(F)(F)F)cc(C(F)(F)F)c2)ccc1C. RXN SMILES: [CH2:68]1[O:69][CH2:70][CH2:71][O:72][CH2:73]1.[Cl-:67].[ClH:63].[F:1][C:2]([c:3]1[cH:4][c:5]([C:6](=[O:7])[N:8]2[CH:9]([CH2:39][c:40]3[cH:41][c:42]([O:47][CH2:48][O:49][CH2:50][CH2:51][O:52][CH3:53])[c:43]([CH3:46])[cH:44][cH:45]3)[CH2:10][N:11]([CH2:14][c:15]3[cH:16][n:17][n:18]([C:20]([c:21]4[cH:22][cH:23][cH:24][cH:25][cH:26]4)([c:27]4[cH:28][cH:29][cH:30][cH:31][cH:32]4)[c:33]4[cH:34][cH:35][cH:36][cH:37][cH:38]4)[cH:19]3)[CH2:12][CH2:13]2)[cH:54][c:55]([C:57]([F:58])([F:59])[F:60])[cH:56]1)([F:61])[F:62].[Na+:65].[Na+:66].[OH-:64]>>[F:1][C:2]([c:3]1[cH:4][c:5]([C:6](=[O:7])[N:8]2[CH:9]([CH2:39][c:40]3[cH:41][c:42]([O:47][CH2:48][O:49][CH2:50][CH2:51][O:52][CH3:53])[c:43]([CH3:46])[cH:44][cH:45]3)[CH2:10][N:11]([CH2:14][c:15]3[cH:16][nH:17][n:18][cH:19]3)[CH2:12][CH2:13]2)[cH:54][c:55]([C:57]([F:58])([F:59])[F:60])[cH:56]1)([F:61])[F:62]. The reactants are N1=CC=CC2=CC(=CC=C12)CN1N=NC=2C1=NC(=CC2)C2=CC=C(C(=O)NC1CCN(CC1)C(=O)OC(C)(C)C)C=C2 (tert-Butyl 4-(4-(3-(quinolin-6-ylmethyl)-3H-[1,2,3]triazolo[4,5-b]pyridin-5-yl)benzamido)piperidine-1-carboxylate), Cl (HCl). The solvent is C1CCOC1 (THF), CCOCC (ether). Run at time 15 minute. The product is Cl.N1CCC(CC1)NC(C1=CC=C(C=C1)C1=CC=C2C(=N1)N(N=N2)CC=2C=C1C=CC=NC1=CC2)=O (N-(Piperidin-4-yl)-4-(3-(quinolin-6-ylmethyl)-3H-[1,2,3]triazolo[4,5-b]pyridin-5-yl)benzamide hydrochloride). Yield: 95.0%. RXN SMILES: [N:1]1[C:10]2[C:5](=[CH:6][C:7]([CH2:11][N:12]3[C:16]4=[N:17][C:18]([C:21]5[CH:42]=[CH:41][C:24]([C:25]([NH:27][CH:28]6[CH2:33][CH2:32][N:31](C(OC(C)(C)C)=O)[CH2:30][CH2:29]6)=[O:26])=[CH:23][CH:22]=5)=[CH:19][CH:20]=[C:15]4[N:14]=[N:13]3)=[CH:8][CH:9]=2)[CH:4]=[CH:3][CH:2]=1.[ClH:43]>C1COCC1.CCOCC>[ClH:43].[NH:31]1[CH2:32][CH2:33][CH:28]([NH:27][C:25](=[O:26])[C:24]2[CH:41]=[CH:42][C:21]([C:18]3[N:17]=[C:16]4[N:12]([CH2:11][C:7]5[CH:6]=[C:5]6[C:10](=[CH:9][CH:8]=5)[N:1]=[CH:2][CH:3]=[CH:4]6)[N:13]=[N:14][C:15]4=[CH:20][CH:19]=3)=[CH:22][CH:23]=2)[CH2:29][CH2:30]1 |f:4.5|. Procedure: To a solution of example 29 (0.125 g, 0.222 mmol) in THF (1 ml), ether saturated with HCl (1.5 ml) was added at 0° C. and stirred for 15 min. The precipitate formed was washed with ether and dried under vacuum to afford the title compound as light yellow solid (0.105 g, 95%). M.P.: 220-224° C. 1H-NMR (δ ppm, DMSO-d6, 400 MHz): 9.14 (d, J=3.6 Hz, 1H), 8.90 (m, 3H), 8.72 (d, J=8.7 Hz, 1H), 8.67 (d, J=7.4 Hz, 1H), 8.33 (d, J=8.5 Hz, 2H), 8.28 (m, 3H), 8.11 (dd, J=8.7, 1.5 Hz, 1H), 8.05 (d, J=8.5 Hz... The reactants are ClCCl, CCN(C(C)C)C(C)C, CCOc1cc(C#N)ccc1C1=NC(c2ccc(Cl)cc2)C(c2ccc(Cl)cc2)N1, O=C(Cl)Cl. The product is CCOc1cc(C#N)ccc1C1=NC(c2ccc(Cl)cc2)C(c2ccc(Cl)cc2)N1C(=O)Cl. Reaction SMILES: [CH2:44]([Cl:45])[Cl:46].[CH:31]([N:32]([CH:33]([CH3:34])[CH3:35])[CH2:36][CH3:37])([CH3:38])[CH3:39].[Cl:1][c:2]1[cH:3][cH:4][c:5]([CH:8]2[N:9]=[C:10]([c:20]3[c:21]([O:28][CH2:29][CH3:30])[cH:22][c:23]([C:24]#[N:25])[cH:26][cH:27]3)[NH:11][CH:12]2[c:13]2[cH:14][cH:15][c:16]([Cl:19])[cH:17][cH:18]2)[cH:6][cH:7]1.[Cl:40][C:41]([Cl:42])=[O:43]>>[Cl:1][c:2]1[cH:3][cH:4][c:5]([CH:8]2[N:9]=[C:10]([c:20]3[c:21]([O:28][CH2:29][CH3:30])[cH:22][c:23]([C:24]#[N:25])[cH:26][cH:27]3)[N:11]([C:41]([Cl:40])=[O:43])[CH:12]2[c:13]2[cH:14][cH:15][c:16]([Cl:19])[cH:17][cH:18]2)[cH:6][cH:7]1.